This data is from the Open Reaction Database (ORD), a public repository of structured organic reaction records. The task is: describe an organic reaction: reactants, conditions, products, and yield Procedure details: A solution of 5.5 g. of 4-(3-phenoxypropylamino)benzoic acid in 50 ml. of hexamethylphosphoramide is treated with 4.80 g. of 25% aqueous sodium hydroxide followed by 11.0 g. of 3-chloro-1,2-propanediol and then is heated at 140° C. for 6 hours. The mixture is diluted with water and ether and filtered to yield a white solid. Recrystallization from acetonitrile affords pure 2,3-dihydroxypropyl 4-(3-phenoxypropylamino)benzoate as a white crystalline solid. The product is O(C1=CC=CC=C1)CCCNC1=CC=C(C(=O)OCC(CO)O)C=C1 (2,3-dihydroxypropyl 4-(3-phenoxypropylamino)benzoate). As a reaction SMILES: [O:1]([CH2:8][CH2:9][CH2:10][NH:11][C:12]1[CH:20]=[CH:19][C:15]([C:16]([OH:18])=[O:17])=[CH:14][CH:13]=1)[C:2]1[CH:7]=[CH:6][CH:5]=[CH:4][CH:3]=1.CN(C)P(N(C)C)(N(C)C)=O.[OH-].[Na+].Cl[CH2:35][CH:36]([OH:39])[CH2:37][OH:38]>O.CCOCC>[O:1]([CH2:8][CH2:9][CH2:10][NH:11][C:12]1[CH:13]=[CH:14][C:15]([C:16]([O:18][CH2:35][CH:36]([OH:39])[CH2:37][OH:38])=[O:17])=[CH:19][CH:20]=1)[C:2]1[CH:3]=[CH:4][CH:5]=[CH:6][CH:7]=1 |f:2.3|. Reactants: O(C1=CC=CC=C1)CCCNC1=CC=C(C(=O)O)C=C1 (4-(3-phenoxypropylamino)benzoic acid), ClCC(CO)O (3-chloro-1,2-propanediol), CN(P(=O)(N(C)C)N(C)C)C (hexamethylphosphoramide), [OH-].[Na+] (sodium hydroxide). Solvent: O (water), CCOCC (ether). Starting materials: CC(C)Br, Oc1ccccc1Br, O=C([O-])[O-], CN(C)C=O, [K+], [K+]. As a reaction SMILES: [Br:15][CH:16]([CH3:17])[CH3:18].[Br:1][c:2]1[c:3]([OH:8])[cH:4][cH:5][cH:6][cH:7]1.[C:9](=[O:10])([O-:11])[O-:12].[CH3:19][N:20]([CH3:21])[CH:22]=[O:23].[K+:13].[K+:14]>>[Br:1][c:2]1[c:3]([O:8][CH:16]([CH3:17])[CH3:18])[cH:4][cH:5][cH:6][cH:7]1. Product: CC(C)Oc1ccccc1Br.